This data is from the Open Reaction Database (ORD), a public repository of structured organic reaction records. The task is: describe an organic reaction: reactants, conditions, products, and yield The reactants are BrC1=CC=CC=2NC(COC21)=O (8-bromo-4H-benzo[1,4]oxazin-3-one), [H-].[Na+] (sodium hydride), suspension, C(C1=CC=CC=C1)Br (Benzyl bromide). Reaction conditions: temperature 0 celsius, time 20 minute. Yields the product C(C1=CC=CC=C1)N1C(COC2=C1C=CC=C2Br)=O (4-benzyl-8-bromo-4H-benzo[1,4]oxazin-3-one). Yield: 84.2%. Reaction SMILES: [Br:1][C:2]1[C:11]2[O:10][CH2:9][C:8](=[O:12])[NH:7][C:6]=2[CH:5]=[CH:4][CH:3]=1.[H-].[Na+].[CH2:15](Br)[C:16]1[CH:21]=[CH:20][CH:19]=[CH:18][CH:17]=1>>[CH2:15]([N:7]1[C:6]2[CH:5]=[CH:4][CH:3]=[C:2]([Br:1])[C:11]=2[O:10][CH2:9][C:8]1=[O:12])[C:16]1[CH:21]=[CH:20][CH:19]=[CH:18][CH:17]=1 |f:1.2|. Procedure: To a solution of 8-bromo-4H-benzo[1,4]oxazin-3-one (343 mg, 1.5 mmol) in 10 ml anhydrous dimethylformanide was added sodium hydride (120 mg of a 60% suspension in mineral oil, 3.0 mmol) portionwise at 0° C. The solution was stirred with a magnetic stirrer at 0° C. for 20 minutes, at which time the initial gas evolution ended. Benzyl bromide (0.22 ml, 1.8 mmol) was added in one portion and the reaction mixture was stirred at 0° C. for 30 minutes. The solution was allowed to warm to room temperatu... The reactants are BrCC=1C=C(C=CC1)NC(CC1=CC=C(C=C1)OCCCCCCCCCCCCCC)=O (N-[3-(bromomethyl)phenyl]-4-(tetradecyloxy)benzeneacetamide), CC1=CN=CS1 (5-methylthiazole), CCOCC (ether). Run in C1(=CC=CC=C1)C (toluene). The product is [Br-].CC1=C[N+](=CS1)CC1=CC(=CC=C1)NC(CC1=CC=C(C=C1)OCCCCCCCCCCCCCC)=O (5-Methyl-3-[[3-[[[4-(tetradecyloxy)phenyl]acetyl]amino]phenyl]methyl]thiazolium bromide). Isolated yield 88.6%. RXN SMILES: [Br:1][CH2:2][C:3]1[CH:4]=[C:5]([NH:9][C:10](=[O:33])[CH2:11][C:12]2[CH:17]=[CH:16][C:15]([O:18][CH2:19][CH2:20][CH2:21][CH2:22][CH2:23][CH2:24][CH2:25][CH2:26][CH2:27][CH2:28][CH2:29][CH2:30][CH2:31][CH3:32])=[CH:14][CH:13]=2)[CH:6]=[CH:7][CH:8]=1.[CH3:34][C:35]1[S:39][CH:38]=[N:37][CH:36]=1.CCOCC>C1(C)C=CC=CC=1>[Br-:1].[CH3:34][C:35]1[S:39][CH:38]=[N+:37]([CH2:2][C:3]2[CH:8]=[CH:7][CH:6]=[C:5]([NH:9][C:10](=[O:33])[CH2:11][C:12]3[CH:17]=[CH:16][C:15]([O:18][CH2:19][CH2:20][CH2:21][CH2:22][CH2:23][CH2:24][CH2:25][CH2:26][CH2:27][CH2:28][CH2:29][CH2:30][CH2:31][CH3:32])=[CH:14][CH:13]=3)[CH:4]=2)[CH:36]=1 |f:4.5|. Procedure: A mixture of 3.6 g of N-[3-(bromomethyl)phenyl]-4-(tetradecyloxy)benzeneacetamide and 3.46 g of 5-methylthiazole in 25 ml of toluene is refluxed under inert gas for 1.5 hours, cooled and poured into 200 ml of ether. The organic layer is decanted and the solid washed with ether and collected to give 3.8 g of the desired product as a white solid, m.p. 173°-175° C. Starting materials: CCO, C=CCN1CC(c2ccc(N3CC(CNC(C)=O)OC3=O)cc2F)CCS1(=O)=O. Yields the product CC(=O)NCC1CN(c2ccc(C3CCS(=O)(=O)NC3)c(F)c2)C(=O)O1. Reaction SMILES: [CH3:30][CH2:31][OH:32].[F:1][c:2]1[cH:3][c:4]([N:19]2[C:20](=[O:29])[O:21][CH:22]([CH2:24][NH:25][C:26]([CH3:27])=[O:28])[CH2:23]2)[cH:5][cH:6][c:7]1[CH:8]1[CH2:9][N:10]([CH2:16][CH:17]=[CH2:18])[S:11](=[O:14])(=[O:15])[CH2:12][CH2:13]1>>[F:1][c:2]1[cH:3][c:4]([N:19]2[C:20](=[O:29])[O:21][CH:22]([CH2:24][NH:25][C:26]([CH3:27])=[O:28])[CH2:23]2)[cH:5][cH:6][c:7]1[CH:8]1[CH2:9][NH:10][S:11](=[O:14])(=[O:15])[CH2:12][CH2:13]1. Reactants: NC=1OC[C@]2(N1)C1=CC(=CC=C1OC1=NC=C(C=C12)C#CC(C)(C)O)O ((S)-2′-amino-3-(3-hydroxy-3-methylbut-1-ynyl)-5′H-spiro[chromeno[2,3-b]pyridine-5,4′-oxazol]-7-ol), C([O-])([O-])=O.[Cs+].[Cs+] (cesium carbonate), CN(C)C=O (DMF), FC(C(C(S(=O)(=O)F)(F)F)(F)F)(C(F)(F)F)F (nonafluorobutanesulfonyl fluoride). Run in O (water), [Cl-].[Na+].O (brine). Conditions: time 10 minute. Yields the product FC(C(C(C(F)(F)F)(F)F)(F)F)(S(=O)(=O)OC=1C=C2C(=CC1)OC1=NC=C(C=C1[C@@]21N=C(OC1)N)C#CC(C)(C)O)F ((S)-2′-amino-3-(3-hydroxy-3-methylbut-1-ynyl)-5′H-spiro[chromeno[2,3-b]pyridine-5,4′-oxazole]-7-yl 1,1,2,2,3,3,4,4,4-nonafluorobutane-1-sulfonate). Reaction SMILES: [NH2:1][C:2]1[O:3][CH2:4][C@:5]2([C:19]3[C:14](=[N:15][CH:16]=[C:17]([C:20]#[C:21][C:22]([OH:25])([CH3:24])[CH3:23])[CH:18]=3)[O:13][C:12]3[C:7]2=[CH:8][C:9]([OH:26])=[CH:10][CH:11]=3)[N:6]=1.C(=O)([O-])[O-].[Cs+].[Cs+].CN(C=O)C.[F:38][C:39]([F:54])([C:50]([F:53])([F:52])[F:51])[C:40]([F:49])([F:48])[C:41]([F:47])([F:46])[S:42](F)(=[O:44])=[O:43]>O.[Cl-].[Na+].O>[F:47][C:41]([F:46])([S:42]([O:26][C:9]1[CH:8]=[C:7]2[C@@:5]3([CH2:4][O:3][C:2]([NH2:1])=[N:6]3)[C:19]3[C:14](=[N:15][CH:16]=[C:17]([C:20]#[C:21][C:22]([OH:25])([CH3:23])[CH3:24])[CH:18]=3)[O:13][C:12]2=[CH:11][CH:10]=1)(=[O:44])=[O:43])[C:40]([F:48])([F:49])[C:39]([F:54])([F:38])[C:50]([F:53])([F:52])[F:51] |f:1.2.3,7.8.9|. Reported procedure: A 25-mL flask was charged with (S)-2′-amino-3-(3-hydroxy-3-methylbut-1-ynyl)-5′H-spiro[chromeno[2,3-b]pyridine-5,4′-oxazol]-7-ol (437.24 mg, 1.244 mmol), cesium carbonate (446 mg, 1.369 mmol), and DMF (6222 μL). The resulting mixture was stirred for 10 min, then the vial was submerged in an ice-bath for 10 min. nonafluorobutanesulfonyl fluoride (241 μL, 1.369 mmol) was added dropwise over 1 min. The mixture was stirred for 3 hours before being diluted with water (20 mL) and a small amount of bri... The reactants are C(C)(C)(C)[Li] (t-butyllithium), CI (methyl iodide), COC1=NC(=NC(=C1)OC)CC1=C(C=CC=C1)NC(OC(C)(C)C)=O (t-Butyl [2-(4,6-dimethoxypyrimidin-2-ylmethyl)phenyl]carbamate), CN(CCN(C)C)C (tetramethyl ethylenediamine), [Cl-].[NH4+] (ammonium chloride). The solvent is CCCCC (pentane), O1CCCC1 (tetrahydrofuran). Run at temperature -70 celsius, time 1 hour. Product: COC1=NC(=NC(=C1)OC)C(C)C1=C(C=CC=C1)NC(OC(C)(C)C)=O (t-Butyl [2-[1-(4,6-dimethoxypyrimidin-2-yl)ethyl]phenyl]carbamate). As a reaction SMILES: [CH3:1][O:2][C:3]1[CH:8]=[C:7]([O:9][CH3:10])[N:6]=[C:5]([CH2:11][C:12]2[CH:17]=[CH:16][CH:15]=[CH:14][C:13]=2[NH:18][C:19](=[O:25])[O:20][C:21]([CH3:24])([CH3:23])[CH3:22])[N:4]=1.[CH3:26]N(C)CCN(C)C.C([Li])(C)(C)C.CI.[Cl-].[NH4+]>O1CCCC1.CCCCC>[CH3:10][O:9][C:7]1[CH:8]=[C:3]([O:2][CH3:1])[N:4]=[C:5]([CH:11]([C:12]2[CH:17]=[CH:16][CH:15]=[CH:14][C:13]=2[NH:18][C:19](=[O:25])[O:20][C:21]([CH3:22])([CH3:24])[CH3:23])[CH3:26])[N:6]=1 |f:4.5|. Procedure details: The product of stage (a) above (1 g) was dissolved in dry tetrahydrofuran (20 ml) and tetramethyl ethylenediamine (1.1 ml) was added under nitrogen. The solution was cooled to -70° C. and 1.7M t-butyllithium in pentane (4.3 ml) was added dropwise. The mixture was then stirred at about -20° C. for 1 hour. It was then cooled to -70° C., and methyl iodide (0.45 g) was added. The reaction mixture was allowed to warm to 0° C. and saturated ammonium chloride solution (25 ml) was added. The mixture was... Reactants: C(C)(=O)C1=NC(=CC=C1)Br (2-acetyl-6-bromopyridine), Cl.NO (hydroxylamine hydrochloride). The solvent is N1=CC=CC=C1 (pyridine). Reaction conditions: time 8 hour. Yields the product BrC1=CC=CC(=N1)\C(\C)=N/O ((Z)-1-(6-Bromopyridin-2-yl)ethanone oxime). As a reaction SMILES: [C:1]([C:4]1[CH:9]=[CH:8][CH:7]=[C:6]([Br:10])[N:5]=1)(=O)[CH3:2].Cl.[NH2:12][OH:13]>N1C=CC=CC=1>[Br:10][C:6]1[N:5]=[C:4](/[C:1](=[N:12]\[OH:13])/[CH3:2])[CH:9]=[CH:8][CH:7]=1 |f:1.2|. Reported procedure: A mixture of 2-acetyl-6-bromopyridine (10.0 g, 0.050 mol) and hydroxylamine hydrochloride (6.90 g, 0.10 mol) in pyridine (50 mL) was stirred at room temperature overnight. The solvent was removed under reduced pressure, and the residue was diluted with ethyl acetate (200 mL), washed with water (100 mL), and dried over anhydrous sodium sulfate. Concentration under reduced pressure afforded a 10.75 g of A461.1 as an off-white solid. Reactants: CN1C=NC2=C1C=CC(=C2)CN2CCCC2 (1-methyl-5-pyrrolidin-1-ylmethyl-1H-benzimidazole), IN1C(CCC1=O)=O (N-iodosuccinimide), C(CCC)[Li] (n-butyllithium). The solvent is C1CCOC1 (THF), C1CCOC1 (THF), CCCCCC (hexane). Reaction conditions: time 10 minute. Yields the product IC1=NC2=C(N1C)C=CC(=C2)CN2CCCC2 (2-iodo-1-methyl-5-pyrrolidin-1-ylmethyl-1H-benzimidazole). Reaction SMILES: C([Li])CCC.[CH3:6][N:7]1[C:11]2[CH:12]=[CH:13][C:14]([CH2:16][N:17]3[CH2:21][CH2:20][CH2:19][CH2:18]3)=[CH:15][C:10]=2[N:9]=[CH:8]1.[I:22]N1C(=O)CCC1=O>CCCCCC.C1COCC1>[I:22][C:8]1[N:7]([CH3:6])[C:11]2[CH:12]=[CH:13][C:14]([CH2:16][N:17]3[CH2:21][CH2:20][CH2:19][CH2:18]3)=[CH:15][C:10]=2[N:9]=1. Procedure: 0.80 mL (1.28 mmol) 1.6 M n-butyllithium solution in hexane are added to a solution, cooled to −75° C., of 250 mg (1.16 mmol) 1-methyl-5-pyrrolidin-1-ylmethyl-1H-benzimidazole in 8 mL THF. The reaction mixture is stirred for 10 min at this temperature and then 288 mg (1.28 mmol) N-iodosuccinimide in 5 mL THF are added. The cooling bath is removed and the reaction stirred for 1 h at RT. 12 mL 0.1 M HCl are added and the aqueous phase is extracted with EtOAc. The organic phase is dried over MgSO4 ...